From a dataset of the Open Reaction Database (ORD), a public repository of structured organic reaction records. describe an organic reaction: reactants, conditions, products, and yield Starting materials: C1CCOC1, CC1(C)c2cccc(P(c3ccccc3)c3ccccc3)c2Oc2c(P(c3ccccc3)c3ccccc3)cccc21, OCc1ccc(Cl)nc1, Nc1nccs1, [Na+], [Na+], O=C([O-])[O-], O=C(C=Cc1ccccc1)C=Cc1ccccc1, O=C(C=Cc1ccccc1)C=Cc1ccccc1, O=C(C=Cc1ccccc1)C=Cc1ccccc1, [Pd], [Pd]. The product is OCc1ccc(Nc2nccs2)nc1. Reaction SMILES: [CH2:64]1[O:65][CH2:66][CH2:67][CH2:68]1.[CH3:22][C:23]1([CH3:24])[c:25]2[cH:26][cH:27][cH:28][c:29]([P:30]([c:31]3[cH:32][cH:33][cH:34][cH:35][cH:36]3)[c:37]3[cH:38][cH:39][cH:40][cH:41][cH:42]3)[c:43]2[O:44][c:45]2[c:46]1[cH:47][cH:48][cH:49][c:50]2[P:51]([c:52]1[cH:53][cH:54][cH:55][cH:56][cH:57]1)[c:58]1[cH:59][cH:60][cH:61][cH:62][cH:63]1.[Cl:1][c:2]1[cH:3][cH:4][c:5]([CH2:8][OH:9])[cH:6][n:7]1.[NH2:10][c:11]1[s:12][cH:13][cH:14][n:15]1.[Na+:16].[Na+:17].[O-:18][C:19](=[O:20])[O-:21].[O:107]=[C:108]([CH:109]=[CH:110][c:111]1[cH:112][cH:113][cH:114][cH:115][cH:116]1)[CH:117]=[CH:118][c:119]1[cH:120][cH:121][cH:122][cH:123][cH:124]1.[O:71]=[C:72]([CH:73]=[CH:74][c:75]1[cH:76][cH:77][cH:78][cH:79][cH:80]1)[CH:81]=[CH:82][c:83]1[cH:84][cH:85][cH:86][cH:87][cH:88]1.[O:89]=[C:90]([CH:91]=[CH:92][c:93]1[cH:94][cH:95][cH:96][cH:97][cH:98]1)[CH:99]=[CH:100][c:101]1[cH:102][cH:103][cH:104][cH:105][cH:106]1.[Pd:69].[Pd:70]>>[c:2]1([NH:10][c:11]2[s:12][cH:13][cH:14][n:15]2)[cH:3][cH:4][c:5]([CH2:8][OH:9])[cH:6][n:7]1.